Task: describe an organic reaction: reactants, conditions, products, and yield. Dataset: the Open Reaction Database (ORD), a public repository of structured organic reaction records The reactants are NC1=C(C(=NC(=N1)C1CC1)O)SC#N (6-amino-2-cyclopropyl-5-thiocyanato-pyrimidin-4-ol), O (water). Run in CN(C=O)C (N,N-dimethylformamide). Run at temperature 135 celsius. Product: NC=1SC2=C(N=C(N=C2O)C2CC2)N1 (2-amino-5-cyclopropyl-thiazolo[4,5-d]pyrimidin-7-ol). The yield is 75.0%. RXN SMILES: [NH2:1][C:2]1[N:7]=[C:6]([CH:8]2[CH2:10][CH2:9]2)[N:5]=[C:4]([OH:11])[C:3]=1[S:12][C:13]#[N:14].O>CN(C)C=O>[NH2:14][C:13]1[S:12][C:3]2[C:4]([OH:11])=[N:5][C:6]([CH:8]3[CH2:10][CH2:9]3)=[N:7][C:2]=2[N:1]=1. Procedure: A solution of the compound (0.20 g) obtained in Step 2 in N,N-dimethylformamide (7.0 ml) was stirred overnight under heating at 135° C. The reaction mixture was cooled to room temperature, and water (7.0 ml) was added under ice-cooling. The precipitated solid was collected by filtration, washed with water and dried to give the title compound (0.15 g). Starting materials: [Cl-].[NH4+] (ammonium chloride), [Li]CCCC (n-BuLi), solution, COC=1C=C2C=CC(=CC2=CC1)Br (6-methoxy-2-bromonaphthalene), C(=O)C1=CC=C(C(=O)OC)C=C1 (methyl 4-formylbenzoate). The solvent is hexanes, CCOC(=O)C (EtOAc), hexanes, C1CCOC1 (THF), C(=O)=O.CC(=O)C (dry ice acetone), C(=O)=O.CC(=O)C (dry ice acetone), C1CCOC1 (THF). Conditions: time 15 minute. Yields the product OC(C1=CC=C(C(=O)OC)C=C1)C1=CC2=CC=C(C=C2C=C1)OC (Methyl 4-[(RS)-hydroxy(6-methoxy-2-naphthyl)methyl]benzoate). RXN SMILES: [Li]CCCC.[CH3:6][O:7][C:8]1[CH:9]=[C:10]2[C:15](=[CH:16][CH:17]=1)[CH:14]=[C:13](Br)[CH:12]=[CH:11]2.[CH:19]([C:21]1[CH:30]=[CH:29][C:24]([C:25]([O:27][CH3:28])=[O:26])=[CH:23][CH:22]=1)=[O:20].[Cl-].[NH4+]>C1COCC1.C(=O)=O.CC(C)=O.CCOC(C)=O>[OH:20][CH:19]([C:13]1[CH:12]=[CH:11][C:10]2[C:15](=[CH:16][CH:17]=[C:8]([O:7][CH3:6])[CH:9]=2)[CH:14]=1)[C:21]1[CH:22]=[CH:23][C:24]([C:25]([O:27][CH3:28])=[O:26])=[CH:29][CH:30]=1 |f:3.4,6.7|. Reported procedure: n-BuLi (4.4 mL of a 2.5 M solution in hexanes, 11 mmol) was added dropwise to a solution of 6-methoxy-2-bromonaphthalene (2.4 g, 10 mmol) in 80 mL of THF cooled in dry ice-acetone bath. After aging for 15 min, the cold mixture was quickly cannulated to a stirring mixture of methyl 4-formylbenzoate (1.64 g, 10 mmol) in 20 mL of THF cooled in dry ice-acetone bath. After stirring for an additional 15 min, the reaction mixture was poured into a mixture of aq ammonium chloride, hexanes and EtOAc. The... Starting materials: [Al+3], C1COCCO1, [H-], [H-], [H-], [H-], [Li+], [Na+], [OH-], O, O=C1NCCCc2c1c1cccc3c1n2CCC3. Yields the product c1cc2c3c(c1)c1c(n3CCC2)CCCNC1. RXN SMILES: [Al+3:2].[CH2:28]1[O:29][CH2:30][CH2:31][O:32][CH2:33]1.[H-:1].[H-:4].[H-:5].[H-:6].[Li+:3].[Na+:27].[OH-:26].[OH2:25].[cH:7]1[cH:8][cH:9][c:10]2[c:15]3[n:14]([c:18]4[c:17]([c:16]13)[C:23](=[O:24])[NH:22][CH2:21][CH2:20][CH2:19]4)[CH2:13][CH2:12][CH2:11]2>>[cH:7]1[cH:8][cH:9][c:10]2[c:15]3[n:14]([c:18]4[c:17]([c:16]13)[CH2:23][NH:22][CH2:21][CH2:20][CH2:19]4)[CH2:13][CH2:12][CH2:11]2. The reactants are FC1=C(C=CC=C1)CC(=O)NCC1=NNC(C=C1)=O (2-(2-Fluorophenyl)-N-[(6-oxo-1,6-dihydropyridazin-3-yl)methyl]acetamide), P(=O)(Cl)(Cl)Cl (phosphorus oxychloride). The solvent is S1(=O)(=O)CCCC1 (sulfolane). Reaction conditions: temperature 100 celsius, time 3 hour. The product is ClC=1C=CC=2N(N1)C(=NC2)CC2=C(C=CC=C2)F (2-Chloro-7-(2-fluorobenzyl)imidazo[1,5-b]pyridazine). Reaction SMILES: [F:1][C:2]1[CH:7]=[CH:6][CH:5]=[CH:4][C:3]=1[CH2:8][C:9]([NH:11][CH2:12][C:13]1[CH:18]=[CH:17][C:16](=O)[NH:15][N:14]=1)=O.P(Cl)(Cl)([Cl:22])=O>S1(CCCC1)(=O)=O>[Cl:22][C:16]1[CH:17]=[CH:18][C:13]2[N:14]([C:9]([CH2:8][C:3]3[CH:4]=[CH:5][CH:6]=[CH:7][C:2]=3[F:1])=[N:11][CH:12]=2)[N:15]=1. Procedure details: 65.00 g (248.79 mmol) of the compound obtained in Example 2A were initially charged in sulfolane (780 ml), 185.52 ml (1.990 mol) of phosphorus oxychloride were added and the mixture was then stirred at 100° C. for 3 h. Excess phosphorus oxychloride was then distilled off under high vacuum, and the residue was taken up in ethyl acetate and added to a saturated aqueous sodium bicarbonate solution. The mixture was diluted with water and then extracted with ethyl acetate. The organic phases were com... The product is C1(CC1)C=1N=CN(C1)C1=NCC(N2C(C3=CC=CC(=C3CC2)C=2N=C(OC2)C)=C1)=O (2-(4-cyclopropyl-1H-imidazol-1-yl)-9-(2-methyloxazol-4-yl)-7,8-dihydro-[1,4]diazepino[7,1-a]isoquinolin-5(4H)-one). RXN SMILES: [CH3:1][C:2]1[O:3][CH:4]=[C:5]([C:7]2[CH:16]=[CH:15][CH:14]=[C:13]3[C:8]=2[CH2:9][CH2:10][N:11]2[C:21](=[O:22])[CH2:20][NH:19][C:18](=O)[CH:17]=[C:12]23)[N:6]=1.O=P(Cl)(Cl)Cl.[CH:29]1([C:32]2[N:33]=[CH:34][NH:35][CH:36]=2)[CH2:31][CH2:30]1.N1C=CC=CC=1>ClCCCl.O>[CH:29]1([C:32]2[N:33]=[CH:34][N:35]([C:18]3[CH:17]=[C:12]4[C:13]5[C:8]([CH2:9][CH2:10][N:11]4[C:21](=[O:22])[CH2:20][N:19]=3)=[C:7]([C:5]3[N:6]=[C:2]([CH3:1])[O:3][CH:4]=3)[CH:16]=[CH:15][CH:14]=5)[CH:36]=2)[CH2:31][CH2:30]1. Procedure: Example 108. A mixture of 9-(2-methyloxazol-4-yl)-3,4,7,8-tetrahydro-[1,4]diazepino[7,1-a]isoquinoline-2,5-dione (140 mg, 0.45 mmol) in DCE (10 mL) was treated with POCl3 (84 μL, 0.91 mmol) and heated to 100° C. for 1 h. The mixture was then allowed to cool to RT, poured onto cold H2O and extracted with DCM. The org. phases were dried over Na2SO4, filtered and concentrated in vacuo. The brown residue obtained was taken up in DCE (5 mL) and 4-cyclopropyl-1H-imidazole (59 mg, 0.54 mmol) and pyridi... Starting materials: O=P(Cl)(Cl)Cl (POCl3), CC=1OC=C(N1)C1=C2CCN3C(C2=CC=C1)=CC(NCC3=O)=O (9-(2-methyloxazol-4-yl)-3,4,7,8-tetrahydro-[1,4]diazepino[7,1-a]isoquinoline-2,5-dione), C1(CC1)C=1N=CNC1 (4-cyclopropyl-1H-imidazole), N1=CC=CC=C1 (pyridine). Run in O (H2O), ClCCCl (DCE), ClCCCl (DCE). Conditions: temperature 100 celsius, time 1 minute. The yield is 23.4%.